From a dataset of the Open Reaction Database (ORD), a public repository of structured organic reaction records. describe an organic reaction: reactants, conditions, products, and yield Reactants: CCCC(C)(C)CC(O)C=CBr, BrC(c1ccccc1)(c1ccccc1)c1ccccc1. Product: CCCC(C)(C)CC(C=CBr)OC(c1ccccc1)(c1ccccc1)c1ccccc1. As a reaction SMILES: [Br:1][CH:2]=[CH:3][CH:4]([CH2:5][C:6]([CH2:7][CH2:8][CH3:9])([CH3:10])[CH3:11])[OH:12].[c:13]1([C:19]([c:20]2[cH:21][cH:22][cH:23][cH:24][cH:25]2)([c:26]2[cH:27][cH:28][cH:29][cH:30][cH:31]2)[Br:32])[cH:14][cH:15][cH:16][cH:17][cH:18]1>>[Br:1][CH:2]=[CH:3][CH:4]([CH2:5][C:6]([CH2:7][CH2:8][CH3:9])([CH3:10])[CH3:11])[O:12][C:19]([c:13]1[cH:14][cH:15][cH:16][cH:17][cH:18]1)([c:20]1[cH:21][cH:22][cH:23][cH:24][cH:25]1)[c:26]1[cH:27][cH:28][cH:29][cH:30][cH:31]1.